This data is from the Open Reaction Database (ORD), a public repository of structured organic reaction records. The task is: describe an organic reaction: reactants, conditions, products, and yield Starting materials: 30, NC1=C(C=CC(=C1)Cl)NCCCO (3-[(2-amino-4-chlorophenyl)amino]-1-propanol), CC1=CC=C(C=C1)S(=O)(=O)O (4-methylbenzenesulfonic acid), 34, C1(CCCCC1)C=O (cyclohexanecarboxaldehyde). Solvent: CC1=CC=CC=C1 (methylbenzene), O (water), CC1=CC=CC=C1 (methylbenzene), O (water). Conditions: time 1 hour. Product: 16.5, ClC1=CC2=C(N(C(=N2)C2CCCCC2)CCCO)C=C1 (5-chloro-2-cyclohexyl-1H-benzimidazole-1-propanol). Yield: 38.0%. Reaction SMILES: [NH2:1][C:2]1[CH:7]=[C:6]([Cl:8])[CH:5]=[CH:4][C:3]=1[NH:9][CH2:10][CH2:11][CH2:12][OH:13].[CH3:14][C:15]1[CH:20]=[CH:19][C:18](S(O)(=O)=O)=[CH:17][CH:16]=1.C1(C=O)CCCCC1>O.CC1C=CC=CC=1>[Cl:8][C:6]1[CH:5]=[CH:4][C:3]2[N:9]([CH2:10][CH2:11][CH2:12][OH:13])[C:14]([CH:15]3[CH2:20][CH2:19][CH2:18][CH2:17][CH2:16]3)=[N:1][C:2]=2[CH:7]=1. Procedure details: To a stirred and refluxing (water-separator) mixture of 30 parts of 3-[(2-amino-4-chlorophenyl)amino]-1-propanol and 0.1 parts of 4-methylbenzenesulfonic acid in 405 parts of methylbenzene is added dropwise a solution of 34 parts of cyclohexanecarboxaldehyde in 45 parts of methylbenzene. Upon completion, stirring is continued for 1 hour at reflux temperature with water-separator. The methylbenzene is removed by evaporation in vacuo and the residue is triturated in 2,2'-oxybispropane. The product... Starting materials: ClCCCl, CN1CCOCC1, Cl, Cl, CC(C)C(C(=O)O)N1Cc2c(F)cnc3[nH]cc(c23)C1=O, FC1(F)CNC1, CN(C)C=O, O, On1nnc2ccccc21. The product is CC(C)C(C(=O)N1CC(F)(F)C1)N1Cc2c(F)cnc3[nH]cc(c23)C1=O. RXN SMILES: [CH2:33]([Cl:34])[CH2:35][Cl:36].[CH3:45][N:46]1[CH2:47][CH2:48][O:49][CH2:50][CH2:51]1.[ClH:37].[ClH:38].[F:1][c:2]1[cH:3][n:4][c:5]2[c:6]3[c:7]([cH:20][nH:21]2)[C:8](=[O:19])[N:9]([CH:12]([C:13](=[O:14])[OH:15])[CH:16]([CH3:17])[CH3:18])[CH2:10][c:11]13.[F:39][C:40]1([F:44])[CH2:41][NH:42][CH2:43]1.[O:52]=[CH:53][N:54]([CH3:55])[CH3:56].[OH2:32].[OH:22][n:23]1[c:24]2[c:25]([cH:26][cH:27][cH:28][cH:29]2)[n:30][n:31]1>>[F:1][c:2]1[cH:3][n:4][c:5]2[c:6]3[c:7]([cH:20][nH:21]2)[C:8](=[O:19])[N:9]([CH:12]([C:13](=[O:15])[N:42]2[CH2:41][C:40]([F:39])([F:44])[CH2:43]2)[CH:16]([CH3:17])[CH3:18])[CH2:10][c:11]13. Starting materials: N[C@H]([C@H](O)C=1C=CC(=C(C1)NS(=O)(=O)C)O)C (N-(5-((1R,2S)-2-Amino-1-hydroxypropyl)-2-hydroxyphenyl)methanesulfonamide), COC=1C=C(C=O)C=C(C1)OC (3,5-dimethoxybenzaldehyde), O (water). The solvent is CO (methanol). Reaction conditions: time 2 hour. Product: COC=1C=C(CN[C@H]([C@H](O)C=2C=CC(=C(C2)NS(=O)(=O)C)O)C)C=C(C1)OC (N-(5-((1R,2S)-2-(3,5-Dimethoxybenzylamino)-1-hydroxypropyl)-2-hydroxyphenyl)methane-sulfonamide). Isolated yield 57.7%. RXN SMILES: [NH2:1][C@@H:2]([CH3:17])[C@@H:3]([C:5]1[CH:6]=[CH:7][C:8]([OH:16])=[C:9]([NH:11][S:12]([CH3:15])(=[O:14])=[O:13])[CH:10]=1)[OH:4].[CH3:18][O:19][C:20]1[CH:21]=[C:22]([CH:25]=[C:26]([O:28][CH3:29])[CH:27]=1)[CH:23]=O.O>CO>[CH3:29][O:28][C:26]1[CH:25]=[C:22]([CH:21]=[C:20]([O:19][CH3:18])[CH:27]=1)[CH2:23][NH:1][C@@H:2]([CH3:17])[C@@H:3]([C:5]1[CH:6]=[CH:7][C:8]([OH:16])=[C:9]([NH:11][S:12]([CH3:15])(=[O:14])=[O:13])[CH:10]=1)[OH:4]. Procedure: To a solution of the amine (4) (363 mg, 1.39 mmol) and 3,5-dimethoxybenzaldehyde (301 mg, 1.81 mmol) in methanol (10 mL) was added borane-pyridine complex (445 μL, 4.18 mmol) at 40° C. and the resulting mixture was stirred for 2 hours. The reaction mixture was cooled to room temperature and water was added thereto, followed by extraction with a mixed solvent (ethyl acetate:methanol=10:1) and subsequent washing of the organic layer with saturated brine. The organic layer was dried and concentrate... Starting materials: ClC1=CC(=C(C=N1)N(C(C1=CC(=CC(=C1)C(F)(F)F)C(F)(F)F)=O)C)C1=C(C=CC=C1)C (N-(6-chloro-4-o-tolylpyridin-3-yl)-N-methyl-3,5-bis(trifluoromethyl)benzamide), [I-].[Na+] (sodium iodide), I (hydriodic acid). The solvent is CC(=O)C (acetone). Run at time 16 hour. The product is IC1=CC(=C(C=N1)N(C(C1=CC(=CC(=C1)C(F)(F)F)C(F)(F)F)=O)C)C1=C(C=CC=C1)C (N-(6-Iodo-4-o-tolylpyridin-3-yl)-N-methyl-3,5-bis(trifluoromethyl)benzamide). As a reaction SMILES: Cl[C:2]1[N:7]=[CH:6][C:5]([N:8]([CH3:25])[C:9](=[O:24])[C:10]2[CH:15]=[C:14]([C:16]([F:19])([F:18])[F:17])[CH:13]=[C:12]([C:20]([F:23])([F:22])[F:21])[CH:11]=2)=[C:4]([C:26]2[CH:31]=[CH:30][CH:29]=[CH:28][C:27]=2[CH3:32])[CH:3]=1.[I-:33].[Na+].I>CC(C)=O>[I:33][C:2]1[N:7]=[CH:6][C:5]([N:8]([CH3:25])[C:9](=[O:24])[C:10]2[CH:15]=[C:14]([C:16]([F:19])([F:18])[F:17])[CH:13]=[C:12]([C:20]([F:23])([F:22])[F:21])[CH:11]=2)=[C:4]([C:26]2[CH:31]=[CH:30][CH:29]=[CH:28][C:27]=2[CH3:32])[CH:3]=1 |f:1.2|. Procedure details: To N-(6-chloro-4-o-tolylpyridin-3-yl)-N-methyl-3,5-bis(trifluoromethyl)benzamide (460 mg, 0.97 mmol, example 12) in acetone (3 mL) was added sodium iodide (1.17 g, 7.8 mmol) and hydriodic acid (170 μL, 1.07 mmol). The reaction mixture was heated to reflux for 4 hours. Acetone was evaporated and acetonitrile (3 mL) was added and the reaction mixture heated again to reflux. After 16 hours, the reaction mixture was carefully neutralized with saturated aqueous NaHCO3 solution and extracted three tim... The reactants are C(C)(C)[N-]C(C)C.[Li+] (lithium diisopropylamide), C(C)OCC (Diethyl ether), CC1(C2CCC1(C(=O)C2)C)C (L-(−)-camphor), C(=O)=O (dry ice). Solvent: C1(=CC=CC=C1)C (toluene), C1(=CC=CC=C1)C (Toluene). Reaction conditions: time 30 minute. Yields the product C[C@]12C(C([C@H](CC1)C2(C)C)C(=O)O)=O ((1S,4S)-4,7,7-trimethyl-3-oxo-bicyclo[2.2.1]heptane-2-carboxylic acid). The yield is 82.8%. Reaction SMILES: [CH3:1][C:2]1([CH3:11])[C:6]2([CH3:10])[C:7]([CH2:9][CH:3]1[CH2:4][CH2:5]2)=[O:8].C([N-]C(C)C)(C)C.[Li+].[C:20](=[O:22])=[O:21].C(OCC)C>C1(C)C=CC=CC=1>[CH3:10][C@@:6]12[C:2]([CH3:11])([CH3:1])[C@@H:3]([CH2:4][CH2:5]1)[CH:9]([C:20]([OH:22])=[O:21])[C:7]2=[O:8] |f:1.2|. Procedure details: Following the procedure of W. W. Shumway et al. J. Org. Chem. 2001, 66, 5832-5839, L-(−)-camphor (15 g, 98.5 mmol) was dissolved in toluene (62 mL), cooled to −78 degrees, and lithium diisopropylamide (1.8 M solution in heptane/tetrahydrofuran/ethylbenzene; 98.5 mL, 197 mmol, 2 equiv.) was added via an addition funnel over 15 min. The resulting solution was stirred at −78 degrees for 30 min, warmed to room temperature, and carefully poured over an excess of pulverized dry ice (300 g). Toluene (3... Starting materials: CS(=O)(=O)OCCC=1OC2=C(C1)C=C(C=C2)C2=NC=C(C=C2)C(=O)N2CCOCC2 (2-{5-[5-(4-morpholinylcarbonyl)-2-pyridinyl]-1-benzofuran-2-yl}ethyl methanesulfonate), C(C)(C)(C)NC (tert-butyl(methyl)amine). Yields the product C(C)(C)(C)N(CCC=1OC2=C(C1)C=C(C=C2)C2=NC=C(C=C2)C(=O)N2CCOCC2)C (N-(tert-butyl)-N-methyl-N-(2-{5-[5-(4-morpholinylcarbonyl)-2-pyridinyl]-1-benzofuran-2-yl}ethyl)amine). Reaction SMILES: CS(O[CH2:6][CH2:7][C:8]1[O:9][C:10]2[CH:16]=[CH:15][C:14]([C:17]3[CH:22]=[CH:21][C:20]([C:23]([N:25]4[CH2:30][CH2:29][O:28][CH2:27][CH2:26]4)=[O:24])=[CH:19][N:18]=3)=[CH:13][C:11]=2[CH:12]=1)(=O)=O.[C:31]([NH:35][CH3:36])([CH3:34])([CH3:33])[CH3:32]>>[C:31]([N:35]([CH3:36])[CH2:6][CH2:7][C:8]1[O:9][C:10]2[CH:16]=[CH:15][C:14]([C:17]3[CH:22]=[CH:21][C:20]([C:23]([N:25]4[CH2:30][CH2:29][O:28][CH2:27][CH2:26]4)=[O:24])=[CH:19][N:18]=3)=[CH:13][C:11]=2[CH:12]=1)([CH3:34])([CH3:33])[CH3:32]. Procedure details: The product from Example 44E and tert-butyl(methyl)amine were processed as described in Example 1D to provide the titled compound. 1H NMR (300 MHz, CD3OD) δ 8.70 (m, 1H), 8.24 (d, J=1.8 Hz, 1H), 7.96 (m, 3H), 7.59 (d, J=8.7 Hz, 1H), 6.85 (s, 1H), 3.3-3.8 (m, 12H), 2.93 (s, 3H), 1.48 (s, 9H); MS (DCI) m/z 422 (M+H)+; Yields the product COC(=O)C1=NC=C(C=C1)C1=CC=2N(C=C1)C=CN2 (5-Imidazo[1,2-a]pyridin-7-yl-pyridine-2-carboxylic acid methyl ester). Reported procedure: To a stirred mixture of 7-(4,4,5,5-Tetramethyl-[1,3,2]dioxaborolan-2-yl)-imidazo[1,2-a]pyridine (732 mg, 3 mmol), 5-bromopyridine-2-carboxylic acid methyl ester (650 mg, 3 mmol) and cesium carbonate (2.0 g, 6 mmol) in dry DME (15 ml) was added PdCl2dppf (220 mg, 0.3 mmol) and H2O (55 μl, 3 mmol). The reaction mixture was deoxygenated and then heated at 80° C. for 3 h. The mixture was allowed to cool, then partitioned between CH2Cl2/H2O and stirred for 20 min. The solid material was filtered off ... Conditions: temperature 80 celsius, time 20 minute. Reaction SMILES: CC1(C)C(C)(C)OB([C:9]2[CH:14]=[CH:13][N:12]3[CH:15]=[CH:16][N:17]=[C:11]3[CH:10]=2)O1.[CH3:19][O:20][C:21]([C:23]1[CH:28]=[CH:27][C:26](Br)=[CH:25][N:24]=1)=[O:22].C(=O)([O-])[O-].[Cs+].[Cs+].O>COCCOC.CS(C)=O>[CH3:19][O:20][C:21]([C:23]1[CH:28]=[CH:27][C:26]([C:9]2[CH:14]=[CH:13][N:12]3[CH:15]=[CH:16][N:17]=[C:11]3[CH:10]=2)=[CH:25][N:24]=1)=[O:22] |f:2.3.4|. Reactants: CC1(OB(OC1(C)C)C1=CC=2N(C=C1)C=CN2)C (7-(4,4,5,5-Tetramethyl-[1,3,2]dioxaborolan-2-yl)-imidazo[1,2-a]pyridine), COC(=O)C1=NC=C(C=C1)Br (5-bromopyridine-2-carboxylic acid methyl ester), C([O-])([O-])=O.[Cs+].[Cs+] (cesium carbonate), PdCl2dppf, O (H2O). The solvent is COCCOC (DME), CS(=O)C (DMSO).